This data is from the Open Reaction Database (ORD), a public repository of structured organic reaction records. The task is: describe an organic reaction: reactants, conditions, products, and yield Starting materials: O=C1NC2=C(S(C3=C1C=CC=C3)(=O)=O)C=C(C=C2)C(=O)OC (Methyl 10,11-Dihydro-11-oxodibenzo[b,f][1,4]thiazepin-7-carboxylate 5,5-Dioxide). Run in [OH-].[Na+] (sodium hydroxide), O1CCCC1 (tetrahydrofuran). Yields the product O=C1NC2=C(S(C3=C1C=CC=C3)(=O)=O)C=C(C=C2)C(=O)O (10,11-Dihydro-11-oxodibenzo[b,f][1,4]thiazepin-7-carboxylic Acid 5,5-Dioxide). RXN SMILES: [O:1]=[C:2]1[C:8]2[CH:9]=[CH:10][CH:11]=[CH:12][C:7]=2[S:6](=[O:14])(=[O:13])[C:5]2[CH:15]=[C:16]([C:19]([O:21]C)=[O:20])[CH:17]=[CH:18][C:4]=2[NH:3]1>[OH-].[Na+].O1CCCC1>[O:1]=[C:2]1[C:8]2[CH:9]=[CH:10][CH:11]=[CH:12][C:7]=2[S:6](=[O:14])(=[O:13])[C:5]2[CH:15]=[C:16]([C:19]([OH:21])=[O:20])[CH:17]=[CH:18][C:4]=2[NH:3]1 |f:1.2|. Procedure details: Stir at room temperature 795 mg of the ester of Example 26 in a mixture of 50 ml of 10% aqueous sodium hydroxide and 50 ml of tetrahydrofuran for 3 hours. Separate the layers and extract the organic layer with 10% aqueous sodium hydroxide. Wash the combined aqueous layers with ether and acidify with acetic acid. Separate the precipitate by filtration, wash with water and dry in order to obtain the title product (m.p. 337°-340° C. with subsequent dec.). The product is CCC(C)(C)c1cc(-n2nc3ccccc3n2)c(O)c(C(C)(C)CC)c1. RXN SMILES: [C:40].[CH3:28][NH:29][CH3:30].[CH3:33][c:34]1[cH:35][cH:36][cH:37][cH:38][cH:39]1.[H:31][H:32].[OH:1][c:2]1[c:3](-[n:18]2[n:19][c:20]3[c:21]([n+:22]2[O-:23])[cH:24][cH:25][cH:26][cH:27]3)[cH:4][c:5]([C:13]([CH3:14])([CH3:15])[CH2:16][CH3:17])[cH:6][c:7]1[C:8]([CH3:9])([CH3:10])[CH2:11][CH3:12].[Pd:41]>>[OH:1][c:2]1[c:3](-[n:18]2[n:19][c:20]3[c:21]([n:22]2)[cH:24][cH:25][cH:26][cH:27]3)[cH:4][c:5]([C:13]([CH3:14])([CH3:15])[CH2:16][CH3:17])[cH:6][c:7]1[C:8]([CH3:9])([CH3:10])[CH2:11][CH3:12]. The reactants are C, CNC, Cc1ccccc1, [H][H], CCC(C)(C)c1cc(-n2nc3ccccc3[n+]2[O-])c(O)c(C(C)(C)CC)c1, [Pd]. Starting materials: C(C=C)ON(S(=O)(=O)C1=C(C=CC=C1)[N+](=O)[O-])[C@@H]1C(=C[C@H](N(C1)C(=O)OC(C)(C)C)C(=O)O)C ((2S,5R)-5-(N-(allyloxy)-2-nitrophenylsulfonamido)-1-(tert-butoxycarbonyl)-4-methyl-1,2,5,6-tetrahydropyridine-2-carboxylic acid), C(C=C)ON(S(=O)(=O)C1=C(C=CC=C1)[N+](=O)[O-])[C@@H]1C=C([C@H](N(C1)C(=O)OC(C)(C)C)CO)C1CC1 ((2S,5R)-tert-butyl 5-(N-(allyloxy)-2-nitrophenylsulfonamido)-3-cyclopropyl-2-(hydroxymethyl)-5,6-dihydropyridine-1(2H)-carboxylate), C(C=C)ON(S(=O)(=O)C1=C(C=CC=C1)[N+](=O)[O-])[C@@H]1C=C([C@H](N(C1)C(=O)OC(C)(C)C)CO)C1CC1 ((2S,5R)-tert-butyl 5-(N-(allyloxy)-2-nitrophenylsulfonamido)-3-cyclopropyl-2-(hydroxymethyl)-5,6-dihydropyridine-1(2H)-carboxylate). Product: C(C=C)ON(S(=O)(=O)C1=C(C=CC=C1)[N+](=O)[O-])[C@@H]1C=C([C@H](N(C1)C(=O)OC(C)(C)C)C(=O)O)C1CC1 ((2S,5R)-5-(N-(allyloxy)-2-nitrophenylsulfonamido)-1-(tert-butoxycarbonyl)-3-cyclopropyl-1,2,5,6-tetrahydropyridine-2-carboxylic acid), foam. Yield: 94.0%. RXN SMILES: [CH2:1]([O:4][N:5]([C@H:18]1[CH2:23][N:22]([C:24]([O:26][C:27]([CH3:30])([CH3:29])[CH3:28])=[O:25])[C@H:21]([CH2:31][OH:32])[C:20]([CH:33]2[CH2:35][CH2:34]2)=[CH:19]1)[S:6]([C:9]1[CH:14]=[CH:13][CH:12]=[CH:11][C:10]=1[N+:15]([O-:17])=[O:16])(=[O:8])=[O:7])[CH:2]=[CH2:3].C([O:39]N([C@H]1CN(C(OC(C)(C)C)=O)[C@H](C(O)=O)C=C1C)S(C1C=CC=CC=1[N+]([O-])=O)(=O)=O)C=C>>[CH2:1]([O:4][N:5]([C@H:18]1[CH2:23][N:22]([C:24]([O:26][C:27]([CH3:29])([CH3:30])[CH3:28])=[O:25])[C@H:21]([C:31]([OH:39])=[O:32])[C:20]([CH:33]2[CH2:34][CH2:35]2)=[CH:19]1)[S:6]([C:9]1[CH:14]=[CH:13][CH:12]=[CH:11][C:10]=1[N+:15]([O-:17])=[O:16])(=[O:8])=[O:7])[CH:2]=[CH2:3]. Reported procedure: The title compound was prepared from (2S,5R)-tert-butyl 5-(N-(allyloxy)-2-nitrophenylsulfonamido)-3-cyclopropyl-2-(hydroxymethyl)-5,6-dihydropyridine-1(2H)-carboxylate (Intermediate 240, 2.35 g, 4.61 mmol) following the procedure described for Intermediate 19. The desired product was obtained as an orange foam (2.28 g, 94%).